From a dataset of the Open Reaction Database (ORD), a public repository of structured organic reaction records. describe an organic reaction: reactants, conditions, products, and yield The reactants are CC(=O)O[BH-](OC(C)=O)OC(C)=O, C=CCOC1CC(N)c2cc(OCCC)ccc21, CC(C)(C)OC(=O)N1CC2CNCC2C1, C=O, ClCCCl, [Na+], [Na+], [OH-]. Product: CN1CC2CN(C(=O)OC(C)(C)C)CC2C1. As a reaction SMILES: [C:19]([O:20][BH-:21]([O:22][C:23](=[O:24])[CH3:25])[O:26][C:27](=[O:28])[CH3:29])(=[O:30])[CH3:31].[CH2:1]([O:2][CH:3]1[c:4]2[c:5]([cH:6][c:7]([O:8][CH2:9][CH2:10][CH3:11])[cH:12][cH:13]2)[CH:14]([NH2:15])[CH2:16]1)[CH:17]=[CH2:18].[CH2:33]1[N:34]([C:41](=[O:42])[O:43][C:44]([CH3:45])([CH3:46])[CH3:47])[CH2:35][CH:36]2[CH:37]1[CH2:38][NH:39][CH2:40]2.[CH2:48]=[O:49].[Cl:52][CH2:53][CH2:54][Cl:55].[Na+:32].[Na+:51].[OH-:50]>>[CH3:1][N:39]1[CH2:38][CH:37]2[CH2:33][N:34]([C:41](=[O:42])[O:43][C:44]([CH3:45])([CH3:46])[CH3:47])[CH2:35][CH:36]2[CH2:40]1. Starting materials: COC1=CC=C(C=CC=2C(=CC=CC2)C#N)C=C1 (4'-Methoxystilbenenitrile), O (water). Run in C(C)O (ethanol), Cl (hydrogen chloride), Cl (hydrogen chloride), C(C)O (ethanol), C(C)O (ethanol), Cl (hydrogen chloride). Reaction conditions: time 6 hour. Yields the product COC1=CC=C(C=CC2=CC=C(C(=O)OCC)C=C2)C=C1 (Ethyl 4-(4-methoxystyryl)benzoate). As a reaction SMILES: [CH3:1][O:2][C:3]1[CH:18]=[CH:17][C:6]([CH:7]=[CH:8][C:9]2[C:10](C#N)=[CH:11][CH:12]=[CH:13][CH:14]=2)=[CH:5][CH:4]=1.[OH2:19]>Cl.C(O)C>[CH3:1][O:2][C:3]1[CH:4]=[CH:5][C:6]([CH:7]=[CH:8][C:9]2[CH:14]=[CH:13][C:12]([C:1]([O:2][CH2:3][CH3:4])=[O:19])=[CH:11][CH:10]=2)=[CH:17][CH:18]=1. Reported procedure: 4'-Methoxystilbenenitrile, 72.5 g. [Neher et al., Helv. Chim. Acta 29, 449-67 (1946)] in 1 liter of 5N hydrogen chloride in ethanol was heated under reflux for eight hours. An additional 100 ml. of 10N hydrogen chloride in ethanol was added and refluxing continued for about sixteen hours. An additional 100 ml. of 10N hydrogen chloride in ethanol was then added and refluxing continued for six hours. The reaction mixture was diluted with 2 liters of water, and the solid product which separated was... Reactants: CCOC=Cc1cnc2cc(Br)cnc2c1, C1CCOC1, ClCCl, Cl, [Na+], [OH-]. The product is O=CCc1cnc2cc(Br)cnc2c1. Reaction SMILES: [Br:1][c:2]1[cH:3][n:4][c:5]2[cH:6][c:7]([CH:12]=[CH:13][O:14][CH2:15][CH3:16])[cH:8][n:9][c:10]2[cH:11]1.[CH2:20]1[O:21][CH2:22][CH2:23][CH2:24]1.[Cl:25][CH2:26][Cl:27].[ClH:17].[Na+:19].[OH-:18]>>[Br:1][c:2]1[cH:3][n:4][c:5]2[cH:6][c:7]([CH2:12][CH:13]=[O:14])[cH:8][n:9][c:10]2[cH:11]1. Reactants: NCC1CCCCC1, Cc1c(N)cccc1F, O=C(O)c1ccccc1CN1C(=O)C2(COc3cc4c(cc32)CCO4)c2ccccc21, O=C(O)c1cccc(CN2C(=O)C3(COc4cc5c(cc43)CCO5)c3ccccc32)c1. The product is Cc1c(F)cccc1NC(=O)c1ccccc1CN1C(=O)C2(COc3cc4c(cc32)CCO4)c2ccccc21. As a reaction SMILES: [CH:10]1([CH2:11][NH2:12])[CH2:13][CH2:14][CH2:15][CH2:16][CH2:17]1.[F:1][c:2]1[c:3]([CH3:9])[c:4]([NH2:5])[cH:6][cH:7][cH:8]1.[O:18]=[C:19]1[N:20]([CH2:39][c:40]2[c:41]([C:42](=[O:43])[OH:44])[cH:45][cH:46][cH:47][cH:48]2)[c:21]2[cH:22][cH:23][cH:24][cH:25][c:26]2[C:27]12[c:28]1[c:29]([cH:32][c:33]3[c:37]([cH:38]1)[CH2:36][CH2:35][O:34]3)[O:30][CH2:31]2.[O:49]=[C:50]1[C:51]2([CH2:52][O:53][c:54]3[cH:55][c:56]4[c:57]([cH:58][c:59]32)[CH2:60][CH2:61][O:62]4)[c:63]2[c:64]([cH:65][cH:66][cH:67][cH:68]2)[N:69]1[CH2:70][c:71]1[cH:72][c:73]([C:77]([OH:78])=[O:79])[cH:74][cH:75][cH:76]1>>[F:1][c:2]1[c:3]([CH3:9])[c:4]([NH:5][C:42]([c:41]2[c:40]([CH2:39][N:20]3[C:19](=[O:18])[C:27]4([c:26]5[c:21]3[cH:22][cH:23][cH:24][cH:25]5)[c:28]3[c:29]([cH:32][c:33]5[c:37]([cH:38]3)[CH2:36][CH2:35][O:34]5)[O:30][CH2:31]4)[cH:48][cH:47][cH:46][cH:45]2)=[O:43])[cH:6][cH:7][cH:8]1. Reactants: C1(CCCCC1)P(C1=C(C=CC=C1)C1=C(C=C(C=C1C(C)C)C(C)C)C(C)C)C1CCCCC1 (dicyclohexyl(2′,4′,6′-triisopropylbiphenyl-2-yl)phosphine), CC(C)([O-])C.[Na+] (sodium tert-butoxide), O1CCN(CC1)C=1C=C(C=NC1)N (5-morpholinopyridin-3-amine), ClC1=C(C(=NC2=CC(=CC(=C12)F)F)C1=NC=C(C=C1)C)C (4-chloro-5,7-difluoro-3-methyl-2-(5-methylpyridin-2-yl)quinoline). Solvent: C1(=CC=CC=C1)C (toluene). Product: FC1=C2C(=C(C(=NC2=CC(=C1)F)C1=NC=C(C=C1)C)C)NC=1C=NC=C(C1)N1CCOCC1 (5,7-difluoro-3-methyl-2-(5-methylpyridin-2-yl)-N-(5-morpholinopyridin-3-yl)quinolin-4-amine). As a reaction SMILES: C1(P(C2CCCCC2)C2C=CC=CC=2C2C(C(C)C)=CC(C(C)C)=CC=2C(C)C)CCCCC1.[O:35]1[CH2:40][CH2:39][N:38]([C:41]2[CH:42]=[C:43]([NH2:47])[CH:44]=[N:45][CH:46]=2)[CH2:37][CH2:36]1.Cl[C:49]1[C:58]2[C:53](=[CH:54][C:55]([F:60])=[CH:56][C:57]=2[F:59])[N:52]=[C:51]([C:61]2[CH:66]=[CH:65][C:64]([CH3:67])=[CH:63][N:62]=2)[C:50]=1[CH3:68].CC(C)([O-])C.[Na+]>C1(C)C=CC=CC=1>[F:59][C:57]1[CH:56]=[C:55]([F:60])[CH:54]=[C:53]2[C:58]=1[C:49]([NH:47][C:43]1[CH:44]=[N:45][CH:46]=[C:41]([N:38]3[CH2:39][CH2:40][O:35][CH2:36][CH2:37]3)[CH:42]=1)=[C:50]([CH3:68])[C:51]([C:61]1[CH:66]=[CH:65][C:64]([CH3:67])=[CH:63][N:62]=1)=[N:52]2 |f:3.4|. Reported procedure: The Buchwald coupled product was prepared according to Procedure H using dicyclohexyl(2′,4′,6′-triisopropylbiphenyl-2-yl)phosphine (0.023 g, 0.047 mmol), 5-morpholinopyridin-3-amine (0.064 g, 0.35 mmol), 4-chloro-5,7-difluoro-3-methyl-2-(5-methylpyridin-2-yl)quinoline (0.09 g, 0.30 mmol) Pd2dba3 (0.011 g, 0.012 mmol) and sodium tert-butoxide (0.071 g, 0.74 mmol) in toluene (2.7 mL) at 120° C. for 10 days. The crude product was purified by column chromatography on basic alumina (0 to 50% hexanes/... Starting materials: C1(\C=C/C(=O)O1)=O (maleic anhydride), NC=1C=C(C=CC1)O (3-aminophenol), C1(=CC=C(C=C1)S(=O)(=O)O)C (para-toluenesulfonic acid). Run in C1(=CC(=CC=C1)C)C (m-xylene). Reaction conditions: time 8 hour. Yields the product OC=1C=C(C=CC1)N1C(C=CC1=O)=O (N-(3-hydroxyphenyl)-maleimide). RXN SMILES: [C:1]1(=[O:7])[O:6][C:4](=O)[CH:3]=[CH:2]1.[NH2:8][C:9]1[CH:10]=[C:11]([OH:15])[CH:12]=[CH:13][CH:14]=1.C1(C)C=CC(S(O)(=O)=O)=CC=1>C1(C)C=CC=C(C)C=1>[OH:15][C:11]1[CH:10]=[C:9]([N:8]2[C:1](=[O:7])[CH:2]=[CH:3][C:4]2=[O:6])[CH:14]=[CH:13][CH:12]=1. Reported procedure: A one-liter flask containing 52.8 grams (0.53 mole) of maleic anhydride dissolved in 200 ml of m-xylene was slowly charged with 55.0 grams (0.50 mole) of 3-aminophenol. The reaction temperature was maintained below 50° C. with cooling. Five grams of para-toluenesulfonic acid was then added to the flask and the reactor contents heated to reflux with a pot temperature of 148°-150° C. Water removal was complete after 8 hours of reflux under nitrogen with a Dean-Stark trap. The flask was cooled, xyl...